This data is from the Open Reaction Database (ORD), a public repository of structured organic reaction records. The task is: describe an organic reaction: reactants, conditions, products, and yield Product: [N-]=[N+]=NCCOc1ccc([N+](=O)[O-])cc1. Starting materials: O=[N+]([O-])c1ccc(OCCCl)cc1, [Li+], [N-]=[N+]=[N-], CN(C)C=O, O. Reaction SMILES: [Cl:1][CH2:2][CH2:3][O:4][c:5]1[cH:6][cH:7][c:8]([N+:11](=[O:12])[O-:13])[cH:9][cH:10]1.[Li+:17].[N-:14]=[N+:15]=[N-:16].[O:19]=[CH:20][N:21]([CH3:22])[CH3:23].[OH2:18]>>[CH2:2]([CH2:3][O:4][c:5]1[cH:6][cH:7][c:8]([N+:11](=[O:12])[O-:13])[cH:9][cH:10]1)[N:14]=[N+:15]=[N-:16]. The reactants are C1(=CC=CC=C1)OC1=CC=CC=C1 (diphenyl ether), C(C1=CC(C(=O)Cl)=CC=C1)(=O)Cl (isophthaloyl chloride), C(Cl)Cl (methylene chloride), [Cl-].[Al+3].[Cl-].[Cl-] (aluminum chloride), [Cl-].[Al+3].[Cl-].[Cl-] (aluminum chloride), six, [Cl-].[Al+3].[Cl-].[Cl-] (aluminum chloride). Run in O (water). Run at temperature -5 celsius, time 1 hour. Product: O(C1=CC=CC=C1)C1=CC=C(C(=O)C2=CC(=CC=C2)C(C2=CC=C(C=C2)OC2=CC=CC=C2)=O)C=C1 (1,3-bis(4-phenoxybenzoyl)benzene). Reaction SMILES: [C:1]1([O:7][C:8]2[CH:13]=[CH:12][CH:11]=[CH:10][CH:9]=2)[CH:6]=[CH:5][CH:4]=[CH:3][CH:2]=1.[C:14](Cl)(=[O:24])[C:15]1[CH:23]=[CH:22][CH:21]=[C:17]([C:18](Cl)=[O:19])[CH:16]=1.C(Cl)Cl.[Cl-].[Al+3].[Cl-].[Cl-]>O>[O:7]([C:1]1[CH:2]=[CH:3][C:4]([C:14]([C:15]2[CH:23]=[CH:22][CH:21]=[C:17]([C:18](=[O:19])[C:11]3[CH:12]=[CH:13][C:8]([O:7][C:1]4[CH:6]=[CH:5][CH:4]=[CH:3][CH:2]=4)=[CH:9][CH:10]=3)[CH:16]=2)=[O:24])=[CH:5][CH:6]=1)[C:8]1[CH:9]=[CH:10][CH:11]=[CH:12][CH:13]=1 |f:3.4.5.6|. Procedure details: Into a 2 liter flask equipped with a mechanical stirrer, thermometer, and nitrogen inlet and outlet, were charged 210 g (1.2338 moles) of diphenyl ether, 83.9 g (0.4132 moles) of isophthaloyl chloride, and 970 ml of methylene chloride. The solution was cooled to -5° C. by means of and acetone ice bath and then aluminum chloride (240 g, 1.8005 mole) was added in six 40 g portions. The temperature rose slightly during the addition of aluminum chloride and after the final addition the temperature w... Reactants: ClC1=C(C=C(C=C1)CC(=O)OC)NC(=O)NC1=CC=CC=C1 (methyl 4-chloro-3-[[(phenylamino)carbonyl]-amino]benzeneacetate), [OH-].[Na+] (NaOH). Run in CO (methanol). Run at time 2 hour. The product is ClC1=C(C=C(C=C1)CC(=O)O)NC(=O)NC1=CC=CC=C1 (4-Chloro-3-[[(phenylamino)carbonyl]amino]benzeneacetic Acid). As a reaction SMILES: [Cl:1][C:2]1[CH:7]=[CH:6][C:5]([CH2:8][C:9]([O:11]C)=[O:10])=[CH:4][C:3]=1[NH:13][C:14]([NH:16][C:17]1[CH:22]=[CH:21][CH:20]=[CH:19][CH:18]=1)=[O:15].[OH-].[Na+]>CO>[Cl:1][C:2]1[CH:7]=[CH:6][C:5]([CH2:8][C:9]([OH:11])=[O:10])=[CH:4][C:3]=1[NH:13][C:14]([NH:16][C:17]1[CH:22]=[CH:21][CH:20]=[CH:19][CH:18]=1)=[O:15] |f:1.2|. Procedure: 2.98 mmol (990 mg) of methyl 4-chloro-3-[[(phenylamino)carbonyl]-amino]benzeneacetate is taken up in 10 ml of methanol and mixed with 6 mmol of 1N NaOH. After 2 hours of stirring at room temperature, the methanol is distilled off, and the residue is acidified with 1 M HCl to pH 2–3. It is extracted with ethyl acetate, dried with Na2SO4, and solvent is removed. Recrystallization is carried out from boiling isopropanol. Yield: 830 mg of white solid 4. Reactants: NC=1SC=C(N1)C(C(=O)N[C@H]1[C@@H]2N(C(=C(CS2)C[N+]2=CC=CC=C2)C(=O)[O-])C1=O)=NOC1CC1 (7β-[2-(2-aminothiazol-4-yl)-2-(cyclopropyloxyimino)acetamido]-3-(1-pyridinio)methyl-3-cephem-4-carboxylate), Cl (hydrochloric acid). The solvent is O (water). Yields the product Cl.[N+]1(=CC=CC=C1)CC=1CS[C@H]2N(C1C(=O)Cl)C(C2)=O (3-(1-pyridinio)methyl-3-cephem-4-carboxylic acid chloride hydrochloride). RXN SMILES: NC1SC=C(C(=NOC2CC2)C(N[C@@H:11]2[C:28](=[O:29])[N:13]3[C:14]([C:25]([O-])=[O:26])=[C:15]([CH2:18][N+:19]4[CH:24]=[CH:23][CH:22]=[CH:21][CH:20]=4)[CH2:16][S:17][C@H:12]23)=O)N=1.[ClH:35]>O>[ClH:35].[N+:19]1([CH2:18][C:15]2[CH2:16][S:17][C@@H:12]3[CH2:11][C:28](=[O:29])[N:13]3[C:14]=2[C:25]([Cl:35])=[O:26])[CH:24]=[CH:23][CH:22]=[CH:21][CH:20]=1 |f:3.4|. Reported procedure: To a solution of 7β-[2-(2-aminothiazol-4-yl)-2-(cyclopropyloxyimino)acetamido]-3-(1-pyridinio)methyl-3-cephem-4-carboxylate (syn isomer) (750 mg) in water (50 ml) was added concentrated hydrochloric acid (0.265 ml). The solution was lyophilized to give 7β-[2-(2-aminothiazol-4-yl)-2-cyclopropyloxyimino)acetamido]-3-(1-pyridinio)methyl-3-cephem-4-carboxylic acid chloride hydrochloride (syn isomer) (874 mg). Reactants: CCO, Cl, [Na+], C1CCOC1, [OH-], CCOC(=O)CCc1cn(Cc2ccc(OCc3cccs3)cc2)cc1-c1ccccc1. Product: O=C(O)CCc1cn(Cc2ccc(OCc3cccs3)cc2)cc1-c1ccccc1. RXN SMILES: [CH3:41][CH2:42][OH:43].[ClH:40].[Na+:34].[O:35]1[CH2:36][CH2:37][CH2:38][CH2:39]1.[OH-:33].[c:1]1(-[c:7]2[c:8]([CH2:26][CH2:27][C:28](=[O:29])[O:30][CH2:31][CH3:32])[cH:9][n:10]([CH2:12][c:13]3[cH:14][cH:15][c:16]([O:19][CH2:20][c:21]4[s:22][cH:23][cH:24][cH:25]4)[cH:17][cH:18]3)[cH:11]2)[cH:2][cH:3][cH:4][cH:5][cH:6]1>>[c:1]1(-[c:7]2[c:8]([CH2:26][CH2:27][C:28](=[O:29])[OH:30])[cH:9][n:10]([CH2:12][c:13]3[cH:14][cH:15][c:16]([O:19][CH2:20][c:21]4[s:22][cH:23][cH:24][cH:25]4)[cH:17][cH:18]3)[cH:11]2)[cH:2][cH:3][cH:4][cH:5][cH:6]1. Starting materials: NC(=S)N (thiourea), CCN(C(C)C)C(C)C (DIPEA), C1CCOC1 (THF), Intermediate 3, C1CCOC1 (THF), BrBr (Br2), CCOC(=O)C (EtOAc). The solvent is O (water). The product is NC=1SC=2C(NC(CC2N1)(C)C)=O (2-Amino-6,6-dimethyl-6,7-dihydro[1,3]thiazolo[5,4-c]pyridin-4(5H)-one). The yield is 53.0%. Reaction SMILES: BrBr.[NH2:3][C:4]([NH2:6])=[S:5].CC[N:9](C(C)C)[CH:10]([CH3:12])[CH3:11].CCOC(C)=O.[CH2:22]1[CH2:26][O:25][CH2:24][CH2:23]1>O>[NH2:3][C:4]1[S:5][C:23]2[C:24](=[O:25])[NH:9][C:10]([CH3:12])([CH3:11])[CH2:26][C:22]=2[N:6]=1. Reported procedure: To a stirred suspension of Intermediate 3 (0.50 g, 3.55 mmol) in THF (10 mL) was added Br2 (0.59 g, 0.19 mL, 3.72 mmol) dropwise at 0° C. The reaction mixture was then allowed to warm to r.t. and thiourea (0.27 g, 3.55 mmol), DIPEA (1.37 g, 1.85 mL, 10.65 mmol) and THF (5 mL) were added. The reaction mixture was heated to 85° C. for 1 h, cooled to r.t., and then EtOAc (10 mL) and water (10 mL) were added. The aqueous layer was extracted with EtOAc (2×15 mL) and the combined organic layers were w... Reactants: [Al+3], C1CCOC1, CCCc1ccc(-c2ccc(CCC(=O)OCC)cc2)cc1, CCOC(C)=O, [H-], [H-], [H-], [H-], [Li+], N. Yields the product CCCc1ccc(-c2ccc(CCCO)cc2)cc1. As a reaction SMILES: [Al+3:2].[CH2:36]1[O:37][CH2:38][CH2:39][CH2:40]1.[CH2:7]([CH2:8][CH3:9])[c:10]1[cH:11][cH:12][c:13](-[c:16]2[cH:17][cH:18][c:19]([CH2:22][CH2:23][C:24](=[O:25])[O:26][CH2:27][CH3:28])[cH:20][cH:21]2)[cH:14][cH:15]1.[CH3:29][CH2:30][O:31][C:32](=[O:33])[CH3:34].[H-:1].[H-:4].[H-:5].[H-:6].[Li+:3].[NH3:35]>>[CH2:7]([CH2:8][CH3:9])[c:10]1[cH:11][cH:12][c:13](-[c:16]2[cH:17][cH:18][c:19]([CH2:22][CH2:23][CH2:24][OH:25])[cH:20][cH:21]2)[cH:14][cH:15]1.